This data is from the Open Reaction Database (ORD), a public repository of structured organic reaction records. The task is: describe an organic reaction: reactants, conditions, products, and yield Starting materials: CCOC(C)O, CCCN(CCl)C(=O)C(Cl)Cl, CCOCCO, [Na], O. Yields the product CCCN(COCCOCC)C(=O)C(Cl)Cl. As a reaction SMILES: [CH2:19]([O:20][CH:21]([OH:22])[CH3:23])[CH3:24].[CH2:1]([CH2:2][CH3:3])[N:4]([C:5]([CH:6]([Cl:7])[Cl:8])=[O:9])[CH2:10][Cl:11].[CH3:12][CH2:13][O:14][CH2:15][CH2:16][OH:17].[Na:18].[OH2:25]>>[CH2:1]([CH2:2][CH3:3])[N:4]([C:5]([CH:6]([Cl:7])[Cl:8])=[O:9])[CH2:10][O:17][CH2:16][CH2:15][O:14][CH2:13][CH3:12].